This data is from the Open Reaction Database (ORD), a public repository of structured organic reaction records. The task is: describe an organic reaction: reactants, conditions, products, and yield Reactants: N#CCc1c(F)cccc1F, C1CCOC1. Product: NCCc1c(F)cccc1F. Reaction SMILES: [F:1][c:2]1[c:3]([CH2:9][C:10]#[N:11])[c:4]([F:8])[cH:5][cH:6][cH:7]1.[O:12]1[CH2:13][CH2:14][CH2:15][CH2:16]1>>[F:1][c:2]1[c:3]([CH2:9][CH2:10][NH2:11])[c:4]([F:8])[cH:5][cH:6][cH:7]1. Starting materials: O1CCOC12CCC(CC2)COC2=CC(=C(C(=O)OC(C)(C)C)C=C2Cl)F (tert-butyl 4-(1,4-dioxaspiro[4.5]decan-8-ylmethoxy)-5-chloro-2-fluorobenzoate), O1CCOC12CCC(CC2)OC2=CC(=C(C(=O)OC(C)(C)C)C=C2Cl)F (tert-butyl 4-(1,4-dioxaspiro[4.5]decan-8-yloxy)-5-chloro-2-fluorobenzoate). Product: O1CCOC12CCC(CC2)OC2=CC(=C(C(=O)OC(C)(C)C)C=C2C2CC2)F (tert-butyl 4-(1,4-dioxaspiro[4.5]decan-8-yloxy)-5-cyclopropyl-2-fluorobenzoate), oil. The yield is 79.0%. RXN SMILES: O1C2(CC[CH:8]([CH2:11]OC3C(Cl)=CC(C(OC(C)(C)C)=O)=C(F)C=3)[CH2:7]C2)OCC1.[O:28]1[C:32]2([CH2:37][CH2:36][CH:35]([O:38][C:39]3[C:51](Cl)=[CH:50][C:42]([C:43]([O:45][C:46]([CH3:49])([CH3:48])[CH3:47])=[O:44])=[C:41]([F:53])[CH:40]=3)[CH2:34][CH2:33]2)[O:31][CH2:30][CH2:29]1>>[O:28]1[C:32]2([CH2:37][CH2:36][CH:35]([O:38][C:39]3[C:51]([CH:11]4[CH2:8][CH2:7]4)=[CH:50][C:42]([C:43]([O:45][C:46]([CH3:49])([CH3:48])[CH3:47])=[O:44])=[C:41]([F:53])[CH:40]=3)[CH2:34][CH2:33]2)[O:31][CH2:30][CH2:29]1. Procedure: Following the procedure as described in Example 305/306, Step 2 and making variations as required to replace tert-butyl 4-(1,4-dioxaspiro[4.5]decan-8-ylmethoxy)-5-chloro-2-fluorobenzoate with tert-butyl 4-(1,4-dioxaspiro[4.5]decan-8-yloxy)-5-chloro-2-fluorobenzoate, the title compound was obtained as a yellowish oil (0.557 g, 79%): 1H NMR (300 MHz, CDCl3) δ 7.36 (d, J=8.4 Hz, 1H), 6.53 (d, J=13.2 Hz, 1H), 4.54-4.39 (m, 1H), 3.97-3.93 (m, 4H), 2.07-1.58 (m, 9H), 1.55 (s, 9H), 0.92-0.82 (m, 2H), 0... The reactants are Cl.CN(C=C(C=NN(C)C)C#N)C (N-(3-dimethylamino-2-cyano-2-propene-1-ylidene)-N',N'-dimethylhydrazine hydrochloride), [OH-].[Na+] (sodium hydroxide). Run in O (water). Product: CN(C=C(C=NN(C)C)C#N)C (N-(3-dimethylamino-2-cyano-2-propene-1-ylidene)-N',N'-dimethylhydrazine). As a reaction SMILES: Cl.[CH3:2][N:3]([CH3:13])[CH:4]=[C:5]([C:11]#[N:12])[CH:6]=[N:7][N:8]([CH3:10])[CH3:9].[OH-].[Na+]>O>[CH3:13][N:3]([CH3:2])[CH:4]=[C:5]([C:11]#[N:12])[CH:6]=[N:7][N:8]([CH3:10])[CH3:9] |f:0.1,2.3|. Reported procedure: Of the N-(3-dimethylamino-2-cyano-2-propene-1-ylidene)-N',N'-dimethylhydrazine hydrochloride was dissolved in the minimum required amount of water. The pH was adjusted to 8 by addition of 10% sodium hydroxide solution. The desired product N-(3-dimethylamino-2-cyano-2-propene-1-ylidene)-N',N'-dimethylhydrazine precipitated and was filtered off (m.p. 130°-134°). Starting materials: CS(=O)(=O)OC1CCC(CC1)NC(=O)OC(C)(C)C (4-[(tert-Butoxycarbonyl)amino]cyclohexyl methanesulfonate), FC(C1=CC=C(C=C1)S)(F)F (4-(trifluoromethyl)thiophenol), C(=O)([O-])[O-].[K+].[K+] (K2CO3). The solvent is C1CCOC1 (THF), O (water). Run at temperature 130 celsius. Product: FC(C1=CC=C(C=C1)SC1CCC(CC1)NC(OC(C)(C)C)=O)(F)F (tert-Butyl (4-{[4-(trifluoromethyl)phenyl]thio}cyclohexyl)carbamate). The yield is 43.0%. RXN SMILES: CS(O[CH:6]1[CH2:11][CH2:10][CH:9]([NH:12][C:13]([O:15][C:16]([CH3:19])([CH3:18])[CH3:17])=[O:14])[CH2:8][CH2:7]1)(=O)=O.[F:20][C:21]([F:30])([F:29])[C:22]1[CH:27]=[CH:26][C:25]([SH:28])=[CH:24][CH:23]=1.C([O-])([O-])=O.[K+].[K+]>C1COCC1.O>[F:30][C:21]([F:20])([F:29])[C:22]1[CH:23]=[CH:24][C:25]([S:28][CH:6]2[CH2:7][CH2:8][CH:9]([NH:12][C:13](=[O:14])[O:15][C:16]([CH3:17])([CH3:18])[CH3:19])[CH2:10][CH2:11]2)=[CH:26][CH:27]=1 |f:2.3.4|. Procedure: 4-[(tert-Butoxycarbonyl)amino]cyclohexyl methanesulfonate (0.7 g, 2.39 mmol), 4-(trifluoromethyl)thiophenol (1.28 g, 7.16 mmol) and K2CO3 (1.32 g, 9.54 mmol) was dissolved in THF (21 ml) and the reaction mixture was heated in a microwave reactor at 130° C. for 30 mins. The reaction mixture was diluted with water (300 ml) and extracted with EtOAc (2×150 ml). The combined organic phases were dried over Na2SO4, filtrated and evaporated. The residue was purified by silica gel column chromatography u... Starting materials: C1CCOC1, C1CCOC1, COC(=O)c1ccc(C(=O)NCCN(C(=O)OC(C)(C)C)C(N)=NC(=O)OC(C)(C)C)s1, [Li+], [OH-], O, O=C(O)CC(O)(CC(=O)O)C(=O)O. Product: CC(C)(C)OC(=O)N=C(N)N(CCNC(=O)c1ccc(C(=O)O)s1)C(=O)OC(C)(C)C. RXN SMILES: [CH2:48]1[O:49][CH2:50][CH2:51][CH2:52]1.[CH2:53]1[O:54][CH2:55][CH2:56][CH2:57]1.[CH3:1][O:2][C:3](=[O:4])[c:5]1[s:6][c:7]([C:10]([NH:11][CH2:12][CH2:13][N:14]([C:15](=[N:16][C:17](=[O:18])[O:19][C:20]([CH3:21])([CH3:22])[CH3:23])[NH2:24])[C:25](=[O:26])[O:27][C:28]([CH3:29])([CH3:30])[CH3:31])=[O:32])[cH:8][cH:9]1.[Li+:34].[OH-:33].[OH2:58].[OH:35][C:36]([CH2:37][C:38]([C:39](=[O:40])[OH:41])([CH2:42][C:43](=[O:44])[OH:45])[OH:46])=[O:47]>>[O:2]=[C:3]([OH:4])[c:5]1[s:6][c:7]([C:10]([NH:11][CH2:12][CH2:13][N:14]([C:15](=[N:16][C:17](=[O:18])[O:19][C:20]([CH3:21])([CH3:22])[CH3:23])[NH2:24])[C:25](=[O:26])[O:27][C:28]([CH3:29])([CH3:30])[CH3:31])=[O:32])[cH:8][cH:9]1. Reactants: [Li]CCCC, CCCCCC, CCOCC, BrCCOc1ccccc1, C1CCOC1, CC(=O)C=P(c1ccccc1)(c1ccccc1)c1ccccc1, O. The product is O=C(C=P(c1ccccc1)(c1ccccc1)c1ccccc1)CCCOc1ccccc1. Reaction SMILES: [CH2:1]([Li:2])[CH2:3][CH2:4][CH3:5].[CH3:40][CH2:41][CH2:42][CH2:43][CH2:44][CH3:45].[CH3:51][CH2:52][O:53][CH2:54][CH3:55].[O:29]([c:30]1[cH:31][cH:32][cH:33][cH:34][cH:35]1)[CH2:36][CH2:37][Br:38].[O:46]1[CH2:47][CH2:48][CH2:49][CH2:50]1.[O:6]=[C:7]([CH:8]=[P:9]([c:10]1[cH:11][cH:12][cH:13][cH:14][cH:15]1)([c:16]1[cH:17][cH:18][cH:19][cH:20][cH:21]1)[c:22]1[cH:23][cH:24][cH:25][cH:26][cH:27]1)[CH3:28].[OH2:39]>>[O:6]=[C:7]([CH:8]=[P:9]([c:10]1[cH:11][cH:12][cH:13][cH:14][cH:15]1)([c:16]1[cH:17][cH:18][cH:19][cH:20][cH:21]1)[c:22]1[cH:23][cH:24][cH:25][cH:26][cH:27]1)[CH2:28][CH2:37][CH2:36][O:29][c:30]1[cH:31][cH:32][cH:33][cH:34][cH:35]1. Reactants: O=C(O)COc1ccc(Br)cc1, C1CCNC1, ClCCl, CN(C)C=O, O=C(Cl)C(=O)Cl. Yields the product O=C(COc1ccc(Br)cc1)N1CCCC1. RXN SMILES: [Br:7][c:8]1[cH:9][cH:10][c:11]([O:12][CH2:13][C:14](=[O:15])[OH:16])[cH:17][cH:18]1.[CH2:19]1[CH2:20][CH2:21][NH:22][CH2:23]1.[CH2:24]([Cl:25])[Cl:26].[CH3:27][N:28]([CH3:29])[CH:30]=[O:31].[Cl:1][C:2]([C:3]([Cl:4])=[O:5])=[O:6]>>[Br:7][c:8]1[cH:9][cH:10][c:11]([O:12][CH2:13][C:14](=[O:16])[N:22]2[CH2:21][CH2:20][CH2:19][CH2:23]2)[cH:17][cH:18]1. Reactants: C(CS)(=O)O (thioglycolic acid), Na, C1(=CC=CC=C1)C=1CCNCC1 (4-phenyl-1,2,3,6-tetrahydropyridine), SCCN1CCC(=CC1)C1=CC=CC=C1 (1-(2-mercaptoethyl)-4-phenyl-1,2,3,6-tetrahydropyridine). Solvent: C(C)O (ethanol). Product: SCC(=O)N1CCC(=CC1)C1=CC=CC=C1 (1-(2-mercaptoacetyl)-4-phenyl-1,2,3,6-tetrahydropyridine). RXN SMILES: [SH:1][CH2:2][CH2:3][N:4]1[CH2:9][CH:8]=[C:7]([C:10]2[CH:15]=[CH:14][CH:13]=[CH:12][CH:11]=2)[CH2:6][CH2:5]1.C1(C2CCNCC=2)C=CC=CC=1.C(O)(=[O:31])CS>C(O)C>[SH:1][CH2:2][C:3]([N:4]1[CH2:5][CH:6]=[C:7]([C:10]2[CH:15]=[CH:14][CH:13]=[CH:12][CH:11]=2)[CH2:8][CH2:9]1)=[O:31]. Procedure details: 2.76 g of Na are dissolved in 180 ml of ethanol, 21.9 g of 1-(2-mercaptoethyl)-4-phenyl-1,2,3,6-tetrahydropyridine [obtainable by reacting 4-phenyl-1,2,3,6-tetrahydropyridine with thioglycolic acid to give 1-(2-mercaptoacetyl)-4-phenyl-1,2,3,6-tetrahydropyridine and reducing the latter with LiAlH4 and 23.2 g of methyl gramine-5-carboxylate are added, the mixture is boiled for 16 hours and evaporated, and the residue is worked up in the customary manner to give "P", hydrochloride, m.p. 202°-203°. Reactants: BrC1=C(C=CC(=C1)C(F)(F)F)C1=C2CCN(CC2=CC=C1)S(=O)(=O)Cl (5-(2-bromo-4-(trifluoromethyl)phenyl)-3,4-dihydroisoquinoline-2(1H)-sulfonyl chloride), N1=CN=C(C=C1)N (pyrimidin-4-amine), N1=CC=CC=C1 (pyridine). Solvent: C(Cl)(Cl)Cl (chloroform). The product is BrC1=C(C=CC(=C1)C(F)(F)F)C1=C2CCN(CC2=CC=C1)S(=O)(=O)NC1=NC=NC=C1 (5-(2-bromo-4-(trifluoromethyl)phenyl)-N-(pyrimidin-4-yl)-3,4-dihydroisoquinoline-2(1H)-sulfonamide). Yield: 65.9%. RXN SMILES: [Br:1][C:2]1[CH:7]=[C:6]([C:8]([F:11])([F:10])[F:9])[CH:5]=[CH:4][C:3]=1[C:12]1[CH:21]=[CH:20][CH:19]=[C:18]2[C:13]=1[CH2:14][CH2:15][N:16]([S:22](Cl)(=[O:24])=[O:23])[CH2:17]2.[N:26]1[CH:31]=[CH:30][C:29]([NH2:32])=[N:28][CH:27]=1.N1C=CC=CC=1>C(Cl)(Cl)Cl>[Br:1][C:2]1[CH:7]=[C:6]([C:8]([F:11])([F:10])[F:9])[CH:5]=[CH:4][C:3]=1[C:12]1[CH:21]=[CH:20][CH:19]=[C:18]2[C:13]=1[CH2:14][CH2:15][N:16]([S:22]([NH:32][C:29]1[CH:30]=[CH:31][N:26]=[CH:27][N:28]=1)(=[O:24])=[O:23])[CH2:17]2. Procedure: A 15-mL round-bottom flask was charged with 5-(2-bromo-4-(trifluoromethyl)phenyl)-1,2,3,4-tetrahydroisoquinoline hydrochloride (Intermediate D, 287.2 mg, 0.731 mmol) and triethylamine (224 μl, 1.609 mmol) in DCM (3.8 mL) to give a brown solution. The flask was cooled in an ice-bath for 10 min, then sulfuryl chloride (125 μl, 1.536 mmol) was added dropwise. Stirring was continued for 2 hours at which time the mixture was quenched with water, then extracted with DCM (3×). The combined organic extr...